This data is from the Open Reaction Database (ORD), a public repository of structured organic reaction records. The task is: describe an organic reaction: reactants, conditions, products, and yield The reactants are CC(C)(C)OC(=O)NC1CN(Cc2ccccc2)CC1NS(=O)(=O)c1ccc([N+](=O)[O-])cc1, CC(C)CCBr, [K+], [K+], O=C([O-])[O-], CN(C)C=O, O. Yields the product CC(C)CCN(C1CN(Cc2ccccc2)CC1NC(=O)OC(C)(C)C)S(=O)(=O)c1ccc([N+](=O)[O-])cc1. As a reaction SMILES: [CH2:1]([c:2]1[cH:3][cH:4][cH:5][cH:6][cH:7]1)[N:8]1[CH2:9][CH:10]([NH:26][C:27]([O:28][C:29]([CH3:30])([CH3:31])[CH3:32])=[O:33])[CH:11]([NH:13][S:14](=[O:15])(=[O:16])[c:17]2[cH:18][cH:19][c:20]([N+:23](=[O:24])[O-:25])[cH:21][cH:22]2)[CH2:12]1.[CH2:34]([CH2:35][CH:36]([CH3:37])[CH3:38])[Br:39].[K+:40].[K+:41].[O-:42][C:43]([O-:44])=[O:45].[O:46]=[CH:47][N:48]([CH3:49])[CH3:50].[OH2:51]>>[CH2:1]([c:2]1[cH:3][cH:4][cH:5][cH:6][cH:7]1)[N:8]1[CH2:9][CH:10]([NH:26][C:27]([O:28][C:29]([CH3:30])([CH3:31])[CH3:32])=[O:33])[CH:11]([N:13]([S:14](=[O:15])(=[O:16])[c:17]2[cH:18][cH:19][c:20]([N+:23](=[O:24])[O-:25])[cH:21][cH:22]2)[CH2:34][CH2:35][CH:36]([CH3:37])[CH3:38])[CH2:12]1. The reactants are CCOC(=O)C(C)(C)Oc1ccc(C(=C2CCCCCC2)c2ccc(O)cc2)cc1, C1CCOC1, CCO, Cl, [Na+], [OH-]. The product is CC(C)(Oc1ccc(C(=C2CCCCCC2)c2ccc(O)cc2)cc1)C(=O)O. RXN SMILES: [C:1]1(=[C:8]([c:9]2[cH:10][cH:11][c:12]([O:15][C:16]([C:17](=[O:18])[O:19][CH2:20][CH3:21])([CH3:22])[CH3:23])[cH:13][cH:14]2)[c:24]2[cH:25][cH:26][c:27]([OH:30])[cH:28][cH:29]2)[CH2:2][CH2:3][CH2:4][CH2:5][CH2:6][CH2:7]1.[CH2:37]1[O:38][CH2:39][CH2:40][CH2:41]1.[CH3:31][CH2:32][OH:33].[ClH:36].[Na+:35].[OH-:34]>>[C:1]1(=[C:8]([c:9]2[cH:10][cH:11][c:12]([O:15][C:16]([C:17](=[O:18])[OH:19])([CH3:22])[CH3:23])[cH:13][cH:14]2)[c:24]2[cH:25][cH:26][c:27]([OH:30])[cH:28][cH:29]2)[CH2:2][CH2:3][CH2:4][CH2:5][CH2:6][CH2:7]1. Reactants: N1CCOCC1 (morpholine), BrC1=CC=C(C=C1)CCC(=O)Cl (3-(4-bromophenyl)propanoyl chloride). Run in ClCCl (dichloromethane), ClCCl (dichloromethane), O (water). The product is BrC1=CC=C(C=C1)CCC(=O)N1CCOCC1 (3-(4-bromophenyl)-1-morpholinopropan-1-one). Isolated yield 92.6%. Reaction SMILES: [NH:1]1[CH2:6][CH2:5][O:4][CH2:3][CH2:2]1.[Br:7][C:8]1[CH:13]=[CH:12][C:11]([CH2:14][CH2:15][C:16](Cl)=[O:17])=[CH:10][CH:9]=1>ClCCl.O>[Br:7][C:8]1[CH:9]=[CH:10][C:11]([CH2:14][CH2:15][C:16]([N:1]2[CH2:6][CH2:5][O:4][CH2:3][CH2:2]2)=[O:17])=[CH:12][CH:13]=1. Procedure: To a solution of morpholine (11 g, 126.44 mmol, 2.01 equiv) in dichloromethane (60 mL) 0˜5° C. was added a solution of 3-(4-bromophenyl)propanoyl chloride (15.5 g, 63.01 mmol, 1.00 equiv) in dichloromethane (30 mL) dropwise with stirring. The resulting solution was stirred at 0˜5° C. for 1 h. The reaction mixture was warmed to room temperature. The resulting solution was diluted with 40 mL of water. The mixture was extracted with dichloromethane 2×100 mL. The combined organic layers was washed w... Starting materials: C(C1=CC=CC=C1)OC(=O)N1CC(C1)([N+](=O)[O-])[N+](=O)[O-] (1-(benzyloxycarbonyl)-3,3-dinitroazetidine), C1(=CC=CC=C1)OC (anisole), C(=O)=O (Carbon dioxide), FC(S(=O)(=O)O)(F)F (trifluoromethanesulfonic acid). Solvent: C(Cl)Cl (methylene chloride), C(C)OCC (Diethyl ether). Run at time 30 minute. The product is FC(S(=O)(=O)[O-])(F)F.[N+](=O)([O-])C1(C[NH2+]C1)[N+](=O)[O-] (3,3-dinitroazetidinium trifluoromethanesulfonate). The yield is 49.3%. RXN SMILES: C(OC([N:11]1[CH2:14][C:13]([N+:18]([O-:20])=[O:19])([N+:15]([O-:17])=[O:16])[CH2:12]1)=O)C1C=CC=CC=1.C1(OC)C=CC=CC=1.[F:29][C:30]([F:36])([F:35])[S:31]([OH:34])(=[O:33])=[O:32].C(=O)=O>C(Cl)Cl.C(OCC)C>[F:29][C:30]([F:36])([F:35])[S:31]([O-:34])(=[O:33])=[O:32].[N+:15]([C:13]1([N+:18]([O-:20])=[O:19])[CH2:14][NH2+:11][CH2:12]1)([O-:17])=[O:16] |f:6.7|. Reported procedure: To a solution of 1-(benzyloxycarbonyl)-3,3-dinitroazetidine (8.0 g, 0.028 mole) in 80 ml of methylene chloride containing anisole (9.24 g, 0.08 mole) was added trifluoromethanesulfonic acid (10 g, 0.067 mole), slowly with vigorous stirring at room temperature. Carbon dioxide was evolved and the solution turned light red in color. Stirring was continued for about 30 minutes after the addition. Diethyl ether was added slowly to quench the reaction and precipitate the resultant product. The solids ... Reactants: N(=O)[O-].[Na+] (NaNO2), FC(C(=O)[O-])(F)F.ClC1=C(NC(=C1Cl)C)C(=O)NC1CC[NH2+]CC1 (4-{[(3,4-dichloro-5-methyl-1H-pyrrol-2-yl)carbonyl]amino}piperidinium trifluoroacetate), FC(C(=O)[O-])(F)F.ClC1=C(NC(=C1Cl)C)C(=O)NC1CC[NH2+]CC1 (4-{[(3,4-dichloro-5-methyl-1H-pyrrol-2-yl)carbonyl]amino}piperidinium trifluoroacetate), C(C)(=O)O (acetic acid). Run in O (water), C(C)O.O (EtOH—H2O), O (water). Conditions: temperature 90 celsius. Product: ClC1=C(NC(=C1Cl)C)C(=O)NC1CCN(CC1)N=O (3,4-Dichloro-5-methyl-N-(1-nitrosopiperidin-4-yl)-1H-pyrrole-2-carboxamide). Reaction SMILES: [N:1]([O-:3])=O.[Na+].FC(F)(F)C([O-])=O.[Cl:12][C:13]1[C:17]([Cl:18])=[C:16]([CH3:19])[NH:15][C:14]=1[C:20]([NH:22][CH:23]1[CH2:28][CH2:27][NH2+:26][CH2:25][CH2:24]1)=[O:21].C(O)(=O)C>O.C(O)C.O>[Cl:12][C:13]1[C:17]([Cl:18])=[C:16]([CH3:19])[NH:15][C:14]=1[C:20]([NH:22][CH:23]1[CH2:28][CH2:27][N:26]([N:1]=[O:3])[CH2:25][CH2:24]1)=[O:21] |f:0.1,2.3,6.7|. Procedure details: A solution of NaNO2 (1.7 g, 24.6 mmol) in 20 ml of water was added to a solution of 4-{[(3,4-dichloro-5-methyl-1H-pyrrol-2-yl)carbonyl]amino}piperidinium trifluoroacetate (Intermediate 86; 4 g, 10.3 mmol) and 400 μl acetic acid in 60 ml of 1:1 EtOH—H2O. The mixture was heated to 90° C. for 1 hour. After cooling to room temperature, 200 ml of water was added. White solids were collected by filtration and dried in vacuo (2.8 g). Reactants: [BH4-], CN1C(c2cccc(F)c2)=CC(c2ccccc2)[NH+]1C, CC(C)O, [I-], I, [Na+], O. Yields the product CN1C(c2ccccc2)CC(c2cccc(F)c2)N1C, I. Reaction SMILES: [BH4-:1].[CH3:4][NH+:5]1[N:6]([CH3:23])[C:7]([c:16]2[cH:17][c:18]([F:22])[cH:19][cH:20][cH:21]2)=[CH:8][CH:9]1[c:10]1[cH:11][cH:12][cH:13][cH:14][cH:15]1.[CH:25]([OH:26])([CH3:27])[CH3:28].[I-:3].[IH:24].[Na+:2].[OH2:29]>>[CH3:4][N:5]1[N:6]([CH3:23])[CH:7]([c:16]2[cH:17][c:18]([F:22])[cH:19][cH:20][cH:21]2)[CH2:8][CH:9]1[c:10]1[cH:11][cH:12][cH:13][cH:14][cH:15]1.[IH:3]. Yields the product CCNC(=O)c1cnc(-c2ccc(C=O)cc2)c(Cl)c1. Reaction SMILES: [C:1](=[O:2])([O-:3])[O-:4].[CH3:31][O:32][CH2:33][CH2:34][O:35][CH3:36].[CH:7](=[O:8])[c:9]1[cH:10][cH:11][c:12]([B:15]([OH:16])[OH:17])[cH:13][cH:14]1.[Cl:18][c:19]1[c:20]([Cl:30])[n:21][cH:22][c:23]([C:24](=[O:25])[NH:26][CH2:27][CH3:28])[cH:29]1.[Na+:5].[Na+:6].[OH2:37].[cH:38]1[cH:39][cH:40][c:41]([P:42]([Pd:43]([P:44]([c:45]2[cH:46][cH:47][cH:48][cH:49][cH:50]2)([c:51]2[cH:52][cH:53][cH:54][cH:55][cH:56]2)[c:57]2[cH:58][cH:59][cH:60][cH:61][cH:62]2)([P:63]([c:64]2[cH:65][cH:66][cH:67][cH:68][cH:69]2)([c:70]2[cH:71][cH:72][cH:73][cH:74][cH:75]2)[c:76]2[cH:77][cH:78][cH:79][cH:80][cH:81]2)[P:82]([c:83]2[cH:84][cH:85][cH:86][cH:87][cH:88]2)([c:89]2[cH:90][cH:91][cH:92][cH:93][cH:94]2)[c:95]2[cH:96][cH:97][cH:98][cH:99][cH:100]2)([c:101]2[cH:102][cH:103][cH:104][cH:105][cH:106]2)[c:107]2[cH:108][cH:109][cH:110][cH:111][cH:112]2)[cH:113][cH:114]1>>[CH:7](=[O:8])[c:9]1[cH:10][cH:11][c:12](-[c:20]2[c:19]([Cl:18])[cH:29][c:23]([C:24](=[O:25])[NH:26][CH2:27][CH3:28])[cH:22][n:21]2)[cH:13][cH:14]1. The reactants are O=C([O-])[O-], COCCOC, O=Cc1ccc(B(O)O)cc1, CCNC(=O)c1cnc(Cl)c(Cl)c1, [Na+], [Na+], O, c1ccc(P(c2ccccc2)(c2ccccc2)[Pd](P(c2ccccc2)(c2ccccc2)c2ccccc2)(P(c2ccccc2)(c2ccccc2)c2ccccc2)P(c2ccccc2)(c2ccccc2)c2ccccc2)cc1. The reactants are [Al+3], CCOCC, [Cl-], O=C(O)CCc1cc(Cl)cc(Cl)c1, [H-], [H-], [H-], [H-], [Li+], [NH4+], [Na+], [OH-]. Yields the product OCCCc1cc(Cl)cc(Cl)c1. As a reaction SMILES: [Al+3:2].[CH3:24][CH2:25][O:26][CH2:27][CH3:28].[Cl-:22].[Cl:7][c:8]1[cH:9][c:10]([CH2:15][CH2:16][C:17](=[O:18])[OH:19])[cH:11][c:12]([Cl:14])[cH:13]1.[H-:1].[H-:4].[H-:5].[H-:6].[Li+:3].[NH4+:23].[Na+:21].[OH-:20]>>[Cl:7][c:8]1[cH:9][c:10]([CH2:15][CH2:16][CH2:17][OH:18])[cH:11][c:12]([Cl:14])[cH:13]1. Reactants: P(Cl)(Cl)(Cl)(Cl)Cl (phosphorus pentachloride), P(Cl)(Cl)(Cl)(Cl)Cl (phosphorus pentachloride), [Na+].C(C)(=O)OCCCS(=O)(=O)[O-] (3-acetyloxy-1-propanesulfonic acid sodium salt), P(Cl)(Cl)(Cl)(Cl)Cl (phosphorus pentachloride). Run at time 2.5 hour. Product: C(C)(=O)OCCCS(=O)(=O)Cl (3-acetyloxy-1-propanesulfonyl chloride). Reaction SMILES: P(Cl)(Cl)(Cl)(Cl)[Cl:2].[Na+].[C:8]([O:11][CH2:12][CH2:13][CH2:14][S:15]([O-:18])(=O)=[O:16])(=[O:10])[CH3:9]>>[C:8]([O:11][CH2:12][CH2:13][CH2:14][S:15]([Cl:2])(=[O:18])=[O:16])(=[O:10])[CH3:9] |f:1.2|. Procedure: A 100 g (0.48 mol) portion of phosphorus pentachloride is added to a flask containing 82.0 g (0.4 mol) of the above sulfonic acid salt. When the initial reaction subsides, the mixture is heated on the steam bath for 1 hr and 25 g of phosphorus pentachloride is added. Heating is continued for another 2.5 hr and another 10 g of phosphorus pentachloride is added and heating continued for 30 min. The dark reaction mixture is cooled and filtered and the filtrate distilled. The clear distillate is red... Starting materials: COCC(=S)N (methoxythioacetamide), ClC(CC1=CC=C(C=C1)[N+](=O)[O-])C(CCC)=O (2-chloro-1-(4-nitrophenyl)hexan-3-one), C (charcoal). The solvent is C(C)(=O)OCC (ethyl acetate). Product: COCC=1SC(=C(N1)CCC)CC1=CC=C(C=C1)[N+](=O)[O-] (2-methoxymethyl-4-propyl-5-(4-nitrobenzyl)thiazole). The yield is 25.7%. RXN SMILES: [CH3:1][O:2][CH2:3][C:4]([NH2:6])=[S:5].Cl[CH:8]([C:19](=O)[CH2:20][CH2:21][CH3:22])[CH2:9][C:10]1[CH:15]=[CH:14][C:13]([N+:16]([O-:18])=[O:17])=[CH:12][CH:11]=1.C>C(OCC)(=O)C>[CH3:1][O:2][CH2:3][C:4]1[S:5][C:8]([CH2:9][C:10]2[CH:11]=[CH:12][C:13]([N+:16]([O-:18])=[O:17])=[CH:14][CH:15]=2)=[C:19]([CH2:20][CH2:21][CH3:22])[N:6]=1. Procedure details: A mixture of 1.2 g of methoxythioacetamide and 3 g of 2-chloro-1-(4-nitrophenyl)hexan-3-one is heated at 90°-100° C. for 4 hours and then cooled and taken up with ethyl acetate. The solution obtained is passed over animal charcoal and then evaporated. The brown oil obtained is purified on a silica column (eluent: 6/4 cyclohexane/ethyl acetate) to give 0.9 g of 2-methoxymethyl-4-propyl-5-(4-nitrobenzyl)thiazole in the form of a brown oil, which is used as such for the next step.